This data is from the Open Reaction Database (ORD), a public repository of structured organic reaction records. The task is: describe an organic reaction: reactants, conditions, products, and yield The reactants are Cc1c(Br)c(=O)n(CC(NC(=O)OC(C)(C)C)C2CCCCC2)c(=O)n1Cc1c(F)cccc1F, COc1cccc(B(O)O)c1F, N#N. Product: COc1cccc(-c2c(C)n(Cc3c(F)cccc3F)c(=O)n(CC(NC(=O)OC(C)(C)C)C3CCCCC3)c2=O)c1F. RXN SMILES: [Br:1][c:2]1[c:3](=[O:35])[n:4]([CH2:19][CH:20]([CH:21]2[CH2:22][CH2:23][CH2:24][CH2:25][CH2:26]2)[NH:27][C:28](=[O:29])[O:30][C:31]([CH3:32])([CH3:33])[CH3:34])[c:5](=[O:18])[n:6]([CH2:9][c:10]2[c:11]([F:17])[cH:12][cH:13][cH:14][c:15]2[F:16])[c:7]1[CH3:8].[F:36][c:37]1[c:38]([B:45]([OH:46])[OH:47])[cH:39][cH:40][cH:41][c:42]1[O:43][CH3:44].[N:48]#[N:49]>>[c:2]1(-[c:38]2[c:37]([F:36])[c:42]([O:43][CH3:44])[cH:41][cH:40][cH:39]2)[c:3](=[O:35])[n:4]([CH2:19][CH:20]([CH:21]2[CH2:22][CH2:23][CH2:24][CH2:25][CH2:26]2)[NH:27][C:28](=[O:29])[O:30][C:31]([CH3:32])([CH3:33])[CH3:34])[c:5](=[O:18])[n:6]([CH2:9][c:10]2[c:11]([F:17])[cH:12][cH:13][cH:14][c:15]2[F:16])[c:7]1[CH3:8]. Starting materials: CC(C)C(NC(=O)OC(C)(C)C)C(=O)NC(Cc1ccccc1)B1OC2CC3CC(C3(C)C)C2(C)O1, COc1ccc(CC(Nc2cccc(-c3ccccc3)c2)C(=O)O)cc1. Product: COc1ccc(CC(Nc2cccc(-c3ccccc3)c2)C(=O)NC(C(=O)NC(Cc2ccccc2)B2OC3CC4CC(C4(C)C)C3(C)O2)C(C)C)cc1. As a reaction SMILES: [C:1]([O:2][C:6]([NH:7][CH:8]([CH:9]([CH3:10])[CH3:11])[C:12]([NH:13][CH:14]([CH2:15][c:16]1[cH:17][cH:18][cH:19][cH:20][cH:21]1)[B:22]1[O:23][C:24]2([CH3:34])[CH:25]3[C:26]([CH3:32])([CH3:33])[CH:27]([CH2:28][CH:29]2[O:30]1)[CH2:31]3)=[O:35])=[O:36])([CH3:3])([CH3:4])[CH3:5].[c:37]1(-[c:57]2[cH:58][cH:59][cH:60][cH:61][cH:62]2)[cH:38][c:39]([NH:43][CH:44]([C:45]([OH:46])=[O:47])[CH2:48][c:49]2[cH:50][cH:51][c:52]([O:55][CH3:56])[cH:53][cH:54]2)[cH:40][cH:41][cH:42]1>>[C:6]([NH:7][CH:8]([CH:9]([CH3:10])[CH3:11])[C:12]([NH:13][CH:14]([CH2:15][c:16]1[cH:17][cH:18][cH:19][cH:20][cH:21]1)[B:22]1[O:23][C:24]2([CH3:34])[CH:25]3[C:26]([CH3:32])([CH3:33])[CH:27]([CH2:28][CH:29]2[O:30]1)[CH2:31]3)=[O:35])(=[O:36])[CH:44]([NH:43][c:39]1[cH:38][c:37](-[c:57]2[cH:58][cH:59][cH:60][cH:61][cH:62]2)[cH:42][cH:41][cH:40]1)[CH2:48][c:49]1[cH:50][cH:51][c:52]([O:55][CH3:56])[cH:53][cH:54]1. Starting materials: CN(C)C=O, CC(=O)[O-], CC(=CCCl)CCOC(C)C, [K+]. The product is CC(=O)OCC=C(C)CCOC(C)C. As a reaction SMILES: [CH3:17][N:18]([CH3:19])[CH:20]=[O:21].[CH3:2][C:3]([O-:4])=[O:5].[Cl:6][CH2:7][CH:8]=[C:9]([CH2:10][CH2:11][O:12][CH:13]([CH3:14])[CH3:15])[CH3:16].[K+:1]>>[CH3:2][C:3]([O:4][CH2:7][CH:8]=[C:9]([CH2:10][CH2:11][O:12][CH:13]([CH3:14])[CH3:15])[CH3:16])=[O:5]. Reactants: O=C([O-])[O-], CN1CCCC1=O, CCOC(C)=O, Cc1cc(B(O)O)ccc1Cl, [Cs+], [Cs+], CCOC(=O)c1coc(I)n1, O. Yields the product CCOC(=O)c1coc(-c2ccc(Cl)c(C)c2)n1. As a reaction SMILES: [C:23](=[O:24])([O-:25])[O-:26].[CH3:29][N:30]1[CH2:31][CH2:32][CH2:33][C:34]1=[O:35].[CH3:37][CH2:38][O:39][C:40](=[O:41])[CH3:42].[Cl:12][c:13]1[c:14]([CH3:22])[cH:15][c:16]([B:19]([OH:20])[OH:21])[cH:17][cH:18]1.[Cs+:27].[Cs+:28].[I:1][c:2]1[o:3][cH:4][c:5]([C:7](=[O:8])[O:9][CH2:10][CH3:11])[n:6]1.[OH2:36]>>[c:2]1(-[c:16]2[cH:15][c:14]([CH3:22])[c:13]([Cl:12])[cH:18][cH:17]2)[o:3][cH:4][c:5]([C:7](=[O:8])[O:9][CH2:10][CH3:11])[n:6]1. Reactants: S(=O)(=O)(O)CC(=O)OCCCCCCCCCCCCCCCCCCCCCCCCCC.[Na] (sodium lauryl-myristyl sulfoacetate), ClCC(=O)O (monochloroacetic acid). Reaction conditions: temperature 93 celsius. The product is ClCC(=O)OCCCCCCCCCCCCCCCCCCCCCCCCCC (Lauryl-myristyl Chloroacetate). RXN SMILES: S([CH2:5][C:6]([O:8][CH2:9][CH2:10][CH2:11][CH2:12][CH2:13][CH2:14][CH2:15][CH2:16][CH2:17][CH2:18][CH2:19][CH2:20][CH2:21][CH2:22][CH2:23][CH2:24][CH2:25][CH2:26][CH2:27][CH2:28][CH2:29][CH2:30][CH2:31][CH2:32][CH2:33][CH3:34])=[O:7])(O)(=O)=O.[Na].[Cl:36]CC(O)=O>>[Cl:36][CH2:5][C:6]([O:8][CH2:9][CH2:10][CH2:11][CH2:12][CH2:13][CH2:14][CH2:15][CH2:16][CH2:17][CH2:18][CH2:19][CH2:20][CH2:21][CH2:22][CH2:23][CH2:24][CH2:25][CH2:26][CH2:27][CH2:28][CH2:29][CH2:30][CH2:31][CH2:32][CH2:33][CH3:34])=[O:7] |f:0.1,^1:34|. Procedure: The reactor is then heated to a temperature of 93° C. and maintained at a temperature of between 90° C. and 97° C. for about 11 hours. HPLC analysis of the resulting slurry indicates that the sodium lauryl-myristyl sulfoacetate is substantially free of monochloroacetic acid and its salts. Reactants: Cc1cc(C)c(CNC(=O)c2cc(Br)cc(N(C)C3CCCCC3)c2C)c(=O)[nH]1, O=C([O-])[O-], CN(C)Cc1ccc(B(O)O)cc1, [Na+], [Na+], C1COCCO1, O, O. Product: Cc1cc(C)c(CNC(=O)c2cc(-c3ccc(CN(C)C)cc3)cc(N(C)C3CCCCC3)c2C)c(=O)[nH]1. Reaction SMILES: [Br:1][c:2]1[cH:3][c:4]([N:22]([CH3:23])[CH:24]2[CH2:25][CH2:26][CH2:27][CH2:28][CH2:29]2)[c:5]([CH3:21])[c:6]([C:7](=[O:8])[NH:9][CH2:10][c:11]2[c:12](=[O:19])[nH:13][c:14]([CH3:18])[cH:15][c:16]2[CH3:17])[cH:20]1.[C:43](=[O:44])([O-:45])[O-:46].[CH3:30][N:31]([CH3:32])[CH2:33][c:34]1[cH:35][cH:36][c:37]([B:40]([OH:41])[OH:42])[cH:38][cH:39]1.[Na+:47].[Na+:48].[O:50]1[CH2:51][CH2:52][O:53][CH2:54][CH2:55]1.[OH2:49].[OH2:56]>>[c:2]1(-[c:37]2[cH:36][cH:35][c:34]([CH2:33][N:31]([CH3:30])[CH3:32])[cH:39][cH:38]2)[cH:3][c:4]([N:22]([CH3:23])[CH:24]2[CH2:25][CH2:26][CH2:27][CH2:28][CH2:29]2)[c:5]([CH3:21])[c:6]([C:7](=[O:8])[NH:9][CH2:10][c:11]2[c:12](=[O:19])[nH:13][c:14]([CH3:18])[cH:15][c:16]2[CH3:17])[cH:20]1. Reactants: C(C)OC(CNC1=C(C=CC(=C1)C1CNCCC1)C)=O ((2-Methyl-5-piperidin-3-yl-phenylamino)-acetic acid ethyl ester), FC(C1=CC=C(COC(=O)N2C=NC=C2)C=C1)(F)F (imidazole-1-carboxylic acid 4-trifluoromethyl-benzyl ester). The solvent is C1(=CC=CC=C1)C (toluene). Run at time 18 hour. Yields the product FC(C1=CC=C(COC(=O)N2CC(CCC2)C2=CC(=C(C=C2)C)NCC(=O)OCC)C=C1)(F)F (3-[3-(ethoxycarbonylmethyl-amino)-4-methyl-phenyl]-piperidine-1-carboxylic acid 4-trifluoromethyl-benzyl ester). Isolated yield 36.3%. RXN SMILES: [CH2:1]([O:3][C:4](=[O:20])[CH2:5][NH:6][C:7]1[CH:12]=[C:11]([CH:13]2[CH2:18][CH2:17][CH2:16][NH:15][CH2:14]2)[CH:10]=[CH:9][C:8]=1[CH3:19])[CH3:2].[F:21][C:22]([F:39])([F:38])[C:23]1[CH:37]=[CH:36][C:26]([CH2:27][O:28][C:29](N2C=CN=C2)=[O:30])=[CH:25][CH:24]=1>C1(C)C=CC=CC=1>[F:21][C:22]([F:38])([F:39])[C:23]1[CH:37]=[CH:36][C:26]([CH2:27][O:28][C:29]([N:15]2[CH2:16][CH2:17][CH2:18][CH:13]([C:11]3[CH:10]=[CH:9][C:8]([CH3:19])=[C:7]([NH:6][CH2:5][C:4]([O:3][CH2:1][CH3:2])=[O:20])[CH:12]=3)[CH2:14]2)=[O:30])=[CH:25][CH:24]=1. Procedure: (2-Methyl-5-piperidin-3-yl-phenylamino)-acetic acid ethyl ester (63 mg, 0.23 mmol) was dissolved in 3 mL toluene and imidazole-1-carboxylic acid 4-trifluoromethyl-benzyl ester (93 mg, 0.34 mmol) was added. The reaction was stirred for 18 h at room temperature under nitrogen. The reaction was flash chromatographed with 15% ethyl acetate/hexanes to yield 40 mg (37%) of the desired 3-[3-(ethoxycarbonylmethyl-amino)-4-methyl-phenyl]-piperidine-1-carboxylic acid 4-trifluoromethyl-benzyl ester as a cl... Reactants: C1(=CC=CC=C1)P(C1=CC=CC=C1)C1=CC=CC=C1 (triphenylphosphine), BrCC(=O)OCC (ethyl bromoacetate). The solvent is C1=CC=CC=C1 (benzene). Run at time 1 hour. Yields the product C(C)(=O)OCC.[Br-].C1(=CC=CC=C1)[PH+](C1=CC=CC=C1)C1=CC=CC=C1 (ethyl acetate triphenyl phosphonium bromide). The yield is 94.5%. Reaction SMILES: [C:1]1([P:7]([C:14]2[CH:19]=[CH:18][CH:17]=[CH:16][CH:15]=2)[C:8]2[CH:13]=[CH:12][CH:11]=[CH:10][CH:9]=2)[CH:6]=[CH:5][CH:4]=[CH:3][CH:2]=1.[Br:20][CH2:21][C:22]([O:24][CH2:25][CH3:26])=[O:23]>C1C=CC=CC=1>[C:22]([O:24][CH2:25][CH3:26])(=[O:23])[CH3:21].[Br-:20].[C:14]1([PH+:7]([C:1]2[CH:2]=[CH:3][CH:4]=[CH:5][CH:6]=2)[C:8]2[CH:13]=[CH:12][CH:11]=[CH:10][CH:9]=2)[CH:15]=[CH:16][CH:17]=[CH:18][CH:19]=1 |f:3.4.5|. Procedure: In a nitrogen atmosphere, 31.47 g (120 mM) of triphenylphosphine was added to 60 ml of benzene, and 23.38 g (140 mM) of ethyl bromoacetate was added under cooling with ice. After 1 hour of stirring at room temperature, the resultant precipitate salt was taken out by filtration and washed with benzene to obtain 48.90 g of ethyl acetate-triphenyl phosphonium bromide. Yield: 95%. Reactants: ClC1=CC=C(N=N1)N1CCC(CC1)NC(OC(C)(C)C)=O (tert-Butyl [1-(6-chloropyridazin-3-yl)piperidin-4-yl]carbamate), CO (MeOH), [Na] (sodium), CO (MeOH). Solvent: O (water). Conditions: temperature 120 celsius. Yields the product COC1=CC=C(N=N1)N1CCC(CC1)NC(OC(C)(C)C)=O (tert-Butyl [1-(6-methoxypyridazin-3-yl)piperidin-4-yl]carbamate). The yield is 75.0%. RXN SMILES: Cl[C:2]1[N:7]=[N:6][C:5]([N:8]2[CH2:13][CH2:12][CH:11]([NH:14][C:15](=[O:21])[O:16][C:17]([CH3:20])([CH3:19])[CH3:18])[CH2:10][CH2:9]2)=[CH:4][CH:3]=1.[Na].[CH3:23][OH:24]>O>[CH3:23][O:24][C:2]1[N:7]=[N:6][C:5]([N:8]2[CH2:13][CH2:12][CH:11]([NH:14][C:15](=[O:21])[O:16][C:17]([CH3:20])([CH3:19])[CH3:18])[CH2:10][CH2:9]2)=[CH:4][CH:3]=1 |^1:21|. Procedure: tert-Butyl [1-(6-chloropyridazin-3-yl)piperidin-4-yl]carbamate (0.50 g, 1.60 mmol) was dissolved in dry MeOH (15 ml) and sodium metal (0.073 g, 3.20 mmol) dissolved in MeOH (5 ml) was added. The reaction mixture was heated at in a microwave reactor at 120° C. for 4 h. The mixture was diluted with water (500 ml) and extracted with EtOAc (200 ml). The organic phase was dried (Na2SO4), filtered and evaporated to yield the title compound (0.37 g, 75%). Starting materials: NC1=CC=C(C=C1)C1=C(C=C(S1)C(=O)OCC)C1=CC=C(C=C1)S(=O)(=O)C (ethyl 5-(4-aminophenyl)-4-[4-(methylsulfonyl)phenyl]thiophene-2-carboxylate), C(C)(=O)OC(C)=O (acetic anhydride), ice water. Solvent: C(=O)O (formic acid). Conditions: temperature 50 celsius, time 4 hour. The product is C(=O)NC1=CC=C(C=C1)C1=C(C=C(S1)C(=O)OCC)C1=CC=C(C=C1)S(=O)(=O)C (ethyl 5-[4-(formylamino)phenyl]-4-[4-(methylsulfonyl)phenyl]thiophene-2-carboxylate). Yield: 71.0%. As a reaction SMILES: [C:1](OC(=O)C)(=[O:3])C.[NH2:8][C:9]1[CH:14]=[CH:13][C:12]([C:15]2[S:19][C:18]([C:20]([O:22][CH2:23][CH3:24])=[O:21])=[CH:17][C:16]=2[C:25]2[CH:30]=[CH:29][C:28]([S:31]([CH3:34])(=[O:33])=[O:32])=[CH:27][CH:26]=2)=[CH:11][CH:10]=1>C(O)=O>[CH:1]([NH:8][C:9]1[CH:10]=[CH:11][C:12]([C:15]2[S:19][C:18]([C:20]([O:22][CH2:23][CH3:24])=[O:21])=[CH:17][C:16]=2[C:25]2[CH:30]=[CH:29][C:28]([S:31]([CH3:34])(=[O:33])=[O:32])=[CH:27][CH:26]=2)=[CH:13][CH:14]=1)=[O:3]. Reported procedure: A mixture of acetic anhydride (1.1 g) and formic acid (0.8 g) was heated at 50° C. for 30 minutes. To the mixture was added ethyl 5-(4-aminophenyl)-4-[4-(methylsulfonyl)phenyl]thiophene-2-carboxylate (0.5 g). The mixture was stirred at ambient temperature for 4 hours and poured into ice-water. The precipitates were collected, washed with water, and dried in vacuo to give ethyl 5-[4-(formylamino)phenyl]-4-[4-(methylsulfonyl)phenyl]thiophene-2-carboxylate (0.38 g).